This data is from the Open Reaction Database (ORD), a public repository of structured organic reaction records. The task is: describe an organic reaction: reactants, conditions, products, and yield Yields the product FC1=CC(=C(C#N)C=C1)N1N=CN=C1CO (4-Fluoro-2-(5-hydroxymethyl-[1,2,4]triazol-1-yl)-benzonitrile). The reactants are BrC1=C(C=C(C=C1)F)N1N=CN=C1CO ((2-(2-bromo-5-fluorophenyl)-2H-1,2,4-triazol-3-yl)methanol), C(#N)[Cu] (CuCN), FC1=CC(=C(C#N)C=C1)N1N=CC=C1 (4-fluoro-2-pyrazol-1-yl-benzonitrile). The yield is 48.0%. RXN SMILES: Br[C:2]1[CH:7]=[CH:6][C:5]([F:8])=[CH:4][C:3]=1[N:9]1[C:13]([CH2:14][OH:15])=[N:12][CH:11]=[N:10]1.[C:16]([Cu])#[N:17].FC1C=CC(C#N)=C(N2C=CC=N2)C=1>CN(C=O)C>[F:8][C:5]1[CH:6]=[CH:7][C:2]([C:16]#[N:17])=[C:3]([N:9]2[C:13]([CH2:14][OH:15])=[N:12][CH:11]=[N:10]2)[CH:4]=1. Reported procedure: This compound was prepared from (2-(2-bromo-5-fluorophenyl)-2H-1,2,4-triazol-3-yl)methanol and CuCN in DMF at 125–130° C. for 5 h by the method used for the preparation of 4-fluoro-2-pyrazol-1-yl-benzonitrile. Yield: 48% (beige solid) HPLC rt=1.11 min. LC/MS m/z 219 (M+H). 1H NMR (CDCl3, 500 MHz) δ ppm 2.39 (1H, br.s, OH), 4.79 (2H, s, 9-OCH2), 7.32–7.40 (1H, m, 5-CH), 7.50 (1H, d, J=8.2, 2.1 Hz, 3-CH), 7.87 (1H, dd, J=8.5, 5.5 Hz, 6-CH), 8.14 (1H, s, 9-CH). HRMS (ESI) calcd for C10H8FN4O (M+H) ... Solvent: CN(C)C=O (DMF). Reactants: CC(=O)OC(C)=O, [Na+], [OH-], O, O=C(O)c1cc(O)cc(O)c1, O=S(=O)(O)O. Product: CC(=O)Oc1cc(O)cc(C(=O)O)c1. RXN SMILES: [CH3:14][C:15](=[O:16])[O:17][C:18]([CH3:19])=[O:20].[Na+:13].[OH-:12].[OH2:26].[OH:1][c:2]1[cH:3][c:4]([C:5](=[O:6])[OH:7])[cH:8][c:9]([OH:11])[cH:10]1.[S:21](=[O:22])(=[O:23])([OH:24])[OH:25]>>[O:1]([c:2]1[cH:3][c:4]([C:5](=[O:6])[OH:7])[cH:8][c:9]([OH:11])[cH:10]1)[C:15]([CH3:14])=[O:16]. Starting materials: O=C(O)c1cccc(-c2cc([N+](=O)[O-])ccc2F)c1, C1CCOC1. Yields the product O=[N+]([O-])c1ccc(F)c(-c2cccc(CO)c2)c1. As a reaction SMILES: [F:1][c:2]1[c:3](-[c:11]2[cH:12][c:13]([C:14](=[O:15])[OH:16])[cH:17][cH:18][cH:19]2)[cH:4][c:5]([N+:8](=[O:9])[O-:10])[cH:6][cH:7]1.[O:20]1[CH2:21][CH2:22][CH2:23][CH2:24]1>>[F:1][c:2]1[c:3](-[c:11]2[cH:12][c:13]([CH2:14][OH:15])[cH:17][cH:18][cH:19]2)[cH:4][c:5]([N+:8](=[O:9])[O-:10])[cH:6][cH:7]1. The reactants are N(=NC(=O)OCC)C(=O)OCC (Diethyl azodicarboxylate), C1(=CC=CC=C1)P(C1=CC=CC=C1)C1=CC=CC=C1 (Triphenylphosphine), NC=1N=CC(=NC1C1=NN=C(N1)C1=CC=CC=C1)C=1C=C(C=CC1)CO ({3-[5-amino-6-(5-phenyl-4H-1,2,4-triazol-3-yl) pyrazine-2-yl]phenyl}methanol), [C@@H]1(CCC2=CC=CC=C12)NS(=O)(=O)C1=C(C=C(C=C1)[N+](=O)[O-])[N+](=O)[O-] (N-[(1S)-2,3-dihydro-1H-inden-1-yl]-2,4-dinitrobenzen sulfonamide). The solvent is C1CCOC1 (THF), C(C)(=O)OCC (Ethyl acetate). Reaction conditions: time 4 hour. The product is NC=1N=CC(=NC1C1=NN=C(N1)CC1=CC=CC=C1)C=1C=C(CN(S(=O)(=O)C2=C(C=C(C=C2)[N+](=O)[O-])[N+](=O)[O-])[C@H]2CCC3=CC=CC=C23)C=CC1 (N-{3-[5-amino-6-(5-benzyl-4H-1,2,4-triazole-3-yl) pyrazin-2-yl]benzyl}-2,4-dinitro-N-[(1S)-2,3-dihydro-1H-inden-1-yl]benzene sulfonamide). RXN SMILES: [C:1]1(P(C2C=CC=CC=2)C2C=CC=CC=2)C=CC=CC=1.[NH2:20][C:21]1[N:22]=[CH:23][C:24]([C:38]2[CH:39]=[C:40]([CH2:44]O)[CH:41]=[CH:42][CH:43]=2)=[N:25][C:26]=1[C:27]1[NH:31][C:30]([C:32]2[CH:37]=[CH:36][CH:35]=[CH:34][CH:33]=2)=[N:29][N:28]=1.[C@@H:46]1([NH:55][S:56]([C:59]2[CH:64]=[CH:63][C:62]([N+:65]([O-:67])=[O:66])=[CH:61][C:60]=2[N+:68]([O-:70])=[O:69])(=[O:58])=[O:57])[C:54]2[C:49](=[CH:50][CH:51]=[CH:52][CH:53]=2)[CH2:48][CH2:47]1.N(C(OCC)=O)=NC(OCC)=O>C1COCC1.C(OCC)(=O)C>[NH2:20][C:21]1[N:22]=[CH:23][C:24]([C:38]2[CH:39]=[C:40]([CH:41]=[CH:42][CH:43]=2)[CH2:44][N:55]([C@@H:46]2[C:54]3[C:49](=[CH:50][CH:51]=[CH:52][CH:53]=3)[CH2:48][CH2:47]2)[S:56]([C:59]2[CH:64]=[CH:63][C:62]([N+:65]([O-:67])=[O:66])=[CH:61][C:60]=2[N+:68]([O-:70])=[O:69])(=[O:58])=[O:57])=[N:25][C:26]=1[C:27]1[NH:31][C:30]([CH2:32][C:33]2[CH:1]=[CH:37][CH:36]=[CH:35][CH:34]=2)=[N:29][N:28]=1. Reported procedure: Triphenylphosphine (47 mg, 0.17 mmol) was added to a stirred solution of {3-[5-amino-6-(5-phenyl-4H-1,2,4-triazol-3-yl) pyrazine-2-yl]phenyl}methanol (50 mg, 0.14 mmol) and N-[(1S)-2,3-dihydro-1H-inden-1-yl]-2,4-dinitrobenzen sulfonamide (60 mg, 0.16 mmol) in THF. Diethyl azodicarboxylate (31 mg, 0.17 mmol) was then added and mixture was stirred at ambient temperature 4 h. Ethyl acetate (20 mL) was added, and the organic layer was washed with saturated aqueous sodium chloride, and then dried (Na... Isolated yield 98.1%. Procedure details: To a stirred suspension of Fmoc-Phe-OSu (2.0702 g, 4.2728 mmol, 1.0 eq) and Lys(MMT) (1.7995 g, 4.2995 mmol, 1.01 eq) in DMF (30 ml) was added DIEA (1.5 ml, 8.6112 mmol, 2.02 eq). The solid dissolved gradually and the solution was stirred at room temperature overnight. The reaction mixture was partitioned between ethyl acetate (100 ml) and pH5 buffer (0.05M phthalic acid, adjusted with 10N KOH to pH 5.0, 200 ml). The aqueous solution was extracted with more ethyl acetate (50 ml×2). The combined ... The solvent is CN(C)C=O (DMF). The reactants are N([C@@H](CC1=CC=CC=C1)C(=O)ON1C(=O)CCC1=O)C(=O)OCC1C2=CC=CC=C2C2=CC=CC=C12 (Fmoc-Phe-OSu), N[C@@H](CCCCNC(C1=CC=C(OC)C=C1)(C1=CC=CC=C1)C1=CC=CC=C1)C(=O)O (Lys(MMT)), CCN(C(C)C)C(C)C (DIEA). RXN SMILES: [NH:1]([C:20]([O:22][CH2:23][CH:24]1[C:36]2[C:31](=[CH:32][CH:33]=[CH:34][CH:35]=2)[C:30]2[C:25]1=[CH:26][CH:27]=[CH:28][CH:29]=2)=[O:21])[C@H:2]([C:10](ON1C(=O)CCC1=O)=[O:11])[CH2:3][C:4]1[CH:9]=[CH:8][CH:7]=[CH:6][CH:5]=1.[NH2:37][C@H:38]([C:65]([OH:67])=[O:66])[CH2:39][CH2:40][CH2:41][CH2:42][NH:43][C:44]([C:59]1[CH:64]=[CH:63][CH:62]=[CH:61][CH:60]=1)([C:53]1[CH:58]=[CH:57][CH:56]=[CH:55][CH:54]=1)[C:45]1[CH:52]=[CH:51][C:48]([O:49][CH3:50])=[CH:47][CH:46]=1.CCN(C(C)C)C(C)C>CN(C=O)C>[NH:1]([C:20]([O:22][CH2:23][CH:24]1[C:36]2[C:31](=[CH:32][CH:33]=[CH:34][CH:35]=2)[C:30]2[C:25]1=[CH:26][CH:27]=[CH:28][CH:29]=2)=[O:21])[C@H:2]([C:10]([NH:37][C@H:38]([C:65]([OH:67])=[O:66])[CH2:39][CH2:40][CH2:41][CH2:42][NH:43][C:44]([C:59]1[CH:64]=[CH:63][CH:62]=[CH:61][CH:60]=1)([C:53]1[CH:58]=[CH:57][CH:56]=[CH:55][CH:54]=1)[C:45]1[CH:52]=[CH:51][C:48]([O:49][CH3:50])=[CH:47][CH:46]=1)=[O:11])[CH2:3][C:4]1[CH:9]=[CH:8][CH:7]=[CH:6][CH:5]=1. Conditions: time 8 hour. Product: N([C@@H](CC1=CC=CC=C1)C(=O)N[C@@H](CCCCNC(C1=CC=C(OC)C=C1)(C1=CC=CC=C1)C1=CC=CC=C1)C(=O)O)C(=O)OCC1C2=CC=CC=C2C2=CC=CC=C12 (Fmoc-Phe-Lys(MMT)).